This data is from the Open Reaction Database (ORD), a public repository of structured organic reaction records. The task is: describe an organic reaction: reactants, conditions, products, and yield The reactants are P(=O)(O)(O)O.N1C(N)=NC=2N=CNC2C1=O (guanine monophosphate), C1=NC2=C(N1[C@H]3[C@@H]([C@H]4[C@H](O3)COP(=O)(O4)O)O)NC(=NC2=O)N (cGMP), P(O)(=O)(OP(=O)(O)OP(=O)(O)O)OC[C@@H]1[C@H]([C@H]([C@@H](O1)N1C=NC=2C(N)=NC=NC12)O)O (ATP). The product is P(O)(=O)(OP(=O)(O)O)OC[C@@H]1[C@H]([C@H]([C@@H](O1)N1C=NC=2C(=O)NC(N)=NC12)O)O (guanosine-5′-diphosphate), P(O)(=O)(OP(=O)(O)O)OC[C@@H]1[C@H]([C@H]([C@@H](O1)N1C=NC=2C(N)=NC=NC12)O)O (ADP). As a reaction SMILES: [CH:1]1[N:5]([C@@H:6]2[O:10][C@@H:9]3[CH2:11][O:12][P:13]([OH:16])([O:15][C@H:8]3[C@H:7]2[OH:17])=[O:14])[C:4]2[NH:18][C:19]([NH2:23])=[N:20][C:21](=[O:22])[C:3]=2[N:2]=1.[P:24]([O:36][CH2:37][C@H:38]1[O:42][C@@H:41]([N:43]2[C:52]3[N:51]=[CH:50][N:49]=[C:47]([NH2:48])[C:46]=3[N:45]=[CH:44]2)[C@H:40]([OH:53])[C@@H:39]1[OH:54])([O:27][P:28]([O:31]P(O)(O)=O)([OH:30])=[O:29])(=[O:26])[OH:25].P(O)(O)(O)=O.N1C(=O)C2NC=NC=2N=C1N>>[P:13]([O:12][CH2:11][C@H:9]1[O:10][C@@H:6]([N:5]2[C:4]3[N:18]=[C:19]([NH2:23])[NH:20][C:21](=[O:22])[C:3]=3[N:2]=[CH:1]2)[C@H:7]([OH:17])[C@@H:8]1[OH:15])([O:26][P:24]([OH:36])([OH:27])=[O:25])(=[O:14])[OH:16].[P:24]([O:36][CH2:37][C@H:38]1[O:42][C@@H:41]([N:43]2[C:52]3[N:51]=[CH:50][N:49]=[C:47]([NH2:48])[C:46]=3[N:45]=[CH:44]2)[C@H:40]([OH:53])[C@@H:39]1[OH:54])([O:27][P:28]([OH:30])([OH:31])=[O:29])(=[O:25])[OH:26] |f:2.3|. Procedure: The cGMP present in the sample is then converted to GMP with phosphodiesterase. The GMP is combined with ATP in the presence of guanine monophosphate kinase to yield guanosine-5′-diphosphate (GDP) and ADP.